From a dataset of the Open Reaction Database (ORD), a public repository of structured organic reaction records. describe an organic reaction: reactants, conditions, products, and yield Reactants: CN, CO, Fc1cc(F)cc(C2CCc3c(Cl)nc(Cl)nc32)c1. Yields the product CNc1nc(Cl)nc2c1CCC2c1cc(F)cc(F)c1. RXN SMILES: [CH3:20][NH2:21].[CH3:22][OH:23].[Cl:1][c:2]1[n:3][c:4]([Cl:19])[c:5]2[c:6]([n:7]1)[CH:8]([c:11]1[cH:12][c:13]([F:18])[cH:14][c:15]([F:17])[cH:16]1)[CH2:9][CH2:10]2>>[Cl:1][c:2]1[n:3][c:4]([NH:21][CH3:20])[c:5]2[c:6]([n:7]1)[CH:8]([c:11]1[cH:12][c:13]([F:18])[cH:14][c:15]([F:17])[cH:16]1)[CH2:9][CH2:10]2. Starting materials: COC1=CC=C(CNC2=NC=NC(=C2)OC2=C(C=C(C=C2)[N+](=O)[O-])F)C=C1 (N-(4-methoxybenzyl)-6-(2-fluoro-4-nitrophenoxy)pyrimidin-4-amine), [Cl-].[NH4+] (ammonium chloride). Reagents/catalysts: [Zn] (zinc), [Zn] (zinc). Run in CO.C1CCOC1 (MeOH THF). Run at time 1 hour. Product: COC1=CC=C(CNC2=NC=NC(=C2)OC2=C(C=C(C=C2)N)F)C=C1 (N-(4-Methoxybenzyl)-6-(4-amino-2-fluorophenoxy)pyrimidin-4-amine). Yield: 103.9%. As a reaction SMILES: [CH3:1][O:2][C:3]1[CH:27]=[CH:26][C:6]([CH2:7][NH:8][C:9]2[CH:14]=[C:13]([O:15][C:16]3[CH:21]=[CH:20][C:19]([N+:22]([O-])=O)=[CH:18][C:17]=3[F:25])[N:12]=[CH:11][N:10]=2)=[CH:5][CH:4]=1.[Cl-].[NH4+]>[Zn].CO.C1COCC1>[CH3:1][O:2][C:3]1[CH:4]=[CH:5][C:6]([CH2:7][NH:8][C:9]2[CH:14]=[C:13]([O:15][C:16]3[CH:21]=[CH:20][C:19]([NH2:22])=[CH:18][C:17]=3[F:25])[N:12]=[CH:11][N:10]=2)=[CH:26][CH:27]=1 |f:1.2,4.5|. Reported procedure: A solution of N-(4-methoxybenzyl)-6-(2-fluoro-4-nitrophenoxy)pyrimidin-4-amine (150 mg, 0.41 mmol) in 1:1 MeOH/THF (20 mL) was treated with ammonium chloride (0.22 g, 4.1 mmol), and zinc dust (<20 microns, 0.27 g, 4.2 mmol). The reaction mixture was stirred at RT for 1 h. An additional portion of zinc dust (150 mg) was added to the mixture and the reaction mixture was stirred at RT for 1 h and heated at 70° C. for 20 min. The mixture was filtered to remove the inorganic solids, concentrated in v... Reactants: CCOC(=O)Nc1c(OC)cc(Cc2cnc(N)nc2N)cc1OC, CI, CN(C)C=O, [H-], [Na+]. Product: CCOC(=O)N(C)c1c(OC)cc(Cc2cnc(N)nc2N)cc1OC. Reaction SMILES: [CH2:1]([CH3:2])[O:3][C:4]([NH:5][c:6]1[c:7]([O:23][CH3:24])[cH:8][c:9]([CH2:14][c:15]2[c:16]([NH2:22])[n:17][c:18]([NH2:21])[n:19][cH:20]2)[cH:10][c:11]1[O:12][CH3:13])=[O:25].[CH3:28][I:29].[CH3:30][N:31]([CH3:32])[CH:33]=[O:34].[H-:26].[Na+:27]>>[CH2:1]([CH3:2])[O:3][C:4]([N:5]([c:6]1[c:7]([O:23][CH3:24])[cH:8][c:9]([CH2:14][c:15]2[c:16]([NH2:22])[n:17][c:18]([NH2:21])[n:19][cH:20]2)[cH:10][c:11]1[O:12][CH3:13])[CH3:28])=[O:25].